This data is from the Open Reaction Database (ORD), a public repository of structured organic reaction records. The task is: describe an organic reaction: reactants, conditions, products, and yield Starting materials: CCCNCCC, ClCCl, ClSCl, c1ccncc1. The product is CCCN(CCC)SCl. Reaction SMILES: [CH2:10]([CH2:11][CH3:12])[NH:13][CH2:14][CH2:15][CH3:16].[Cl:17][CH2:18][Cl:19].[S:1]([Cl:2])[Cl:3].[cH:4]1[cH:5][cH:6][n:7][cH:8][cH:9]1>>[S:1]([Cl:3])[N:13]([CH2:10][CH2:11][CH3:12])[CH2:14][CH2:15][CH3:16].